This data is from the Open Reaction Database (ORD), a public repository of structured organic reaction records. The task is: describe an organic reaction: reactants, conditions, products, and yield Reaction SMILES: [CH2:1]([CH2:2][CH3:3])[CH:4]1[CH2:5][CH2:6][CH:7]([CH:10]=[CH:11][CH:12]2[CH2:13][CH2:14][CH:15]([C:18]([F:19])([F:20])[F:21])[CH2:16][CH2:17]2)[CH2:8][CH2:9]1.[CH3:22][OH:23]>>[CH2:1]([CH2:2][CH3:3])[CH:4]1[CH2:5][CH2:6][CH:7]([CH2:10][CH2:11][CH:12]2[CH2:13][CH2:14][CH:15]([C:18]([F:19])([F:20])[F:21])[CH2:16][CH2:17]2)[CH2:8][CH2:9]1. Starting materials: CCCC1CCC(C=CC2CCC(C(F)(F)F)CC2)CC1, CO. The product is CCCC1CCC(CCC2CCC(C(F)(F)F)CC2)CC1.